From a dataset of the Open Reaction Database (ORD), a public repository of structured organic reaction records. describe an organic reaction: reactants, conditions, products, and yield The reactants are CC(C)(C)c1ccc(N2C(=O)N(Cc3ccnc(Cl)c3)C(C)(C)C2=O)cc1, O=C([O-])[O-], CC(=O)[O-], CC(=O)[O-], [Cs+], [Cs+], Nc1ccc(CN2CCCC2)cc1, C1COCCO1, [Pd+2]. Yields the product CC(C)(C)c1ccc(N2C(=O)N(Cc3ccnc(Nc4ccc(CN5CCCC5)cc4)c3)C(C)(C)C2=O)cc1. As a reaction SMILES: [C:1]([CH3:2])([CH3:3])([CH3:4])[c:5]1[cH:6][cH:7][c:8]([N:11]2[C:12](=[O:27])[N:13]([CH2:19][c:20]3[cH:21][c:22]([Cl:26])[n:23][cH:24][cH:25]3)[C:14]([CH3:17])([CH3:18])[C:15]2=[O:16])[cH:9][cH:10]1.[C:41](=[O:42])([O-:43])[O-:44].[C:53]([O-:54])(=[O:55])[CH3:56].[C:57]([O-:58])(=[O:59])[CH3:60].[Cs+:45].[Cs+:46].[N:28]1([CH2:33][c:34]2[cH:35][cH:36][c:37]([NH2:38])[cH:39][cH:40]2)[CH2:29][CH2:30][CH2:31][CH2:32]1.[O:47]1[CH2:48][CH2:49][O:50][CH2:51][CH2:52]1.[Pd+2:61]>>[C:1]([CH3:2])([CH3:3])([CH3:4])[c:5]1[cH:6][cH:7][c:8]([N:11]2[C:12](=[O:27])[N:13]([CH2:19][c:20]3[cH:21][c:22]([NH:38][c:37]4[cH:36][cH:35][c:34]([CH2:33][N:28]5[CH2:29][CH2:30][CH2:31][CH2:32]5)[cH:40][cH:39]4)[n:23][cH:24][cH:25]3)[C:14]([CH3:17])([CH3:18])[C:15]2=[O:16])[cH:9][cH:10]1. The product is Cn1cc(C(=O)NCCCO)c(Nc2ccc(F)cc2F)cc1=O. The reactants are O=C(n1ccnc1)n1ccnc1, C1CCOC1, Cn1cc(C(=O)O)c(Nc2ccc(F)cc2F)cc1=O, NCCCO, CN(C)C=O. As a reaction SMILES: [C:21]([n:22]1[cH:23][cH:24][n:25][cH:26]1)([n:27]1[cH:28][cH:29][n:30][cH:31]1)=[O:32].[CH2:38]1[O:39][CH2:40][CH2:41][CH2:42]1.[F:1][c:2]1[c:3]([NH:4][c:5]2[c:6]([C:13](=[O:14])[OH:15])[cH:7][n:8]([CH3:12])[c:9](=[O:11])[cH:10]2)[cH:16][cH:17][c:18]([F:20])[cH:19]1.[NH2:33][CH2:34][CH2:35][CH2:36][OH:37].[O:43]=[CH:44][N:45]([CH3:46])[CH3:47]>>[F:1][c:2]1[c:3]([NH:4][c:5]2[c:6]([C:13](=[O:15])[NH:33][CH2:34][CH2:35][CH2:36][OH:37])[cH:7][n:8]([CH3:12])[c:9](=[O:11])[cH:10]2)[cH:16][cH:17][c:18]([F:20])[cH:19]1. Reactants: [Li]CCCC, CN(C)C=O, CCCCCC, CCOC(C)=O, [Cl-], Fc1ccc(CCN2CCC(N3CCc4ccc(Br)cc43)CC2)cc1, [NH4+], C1CCOC1. Product: OCc1ccc2c(c1)N(C1CCN(CCc3ccc(F)cc3)CC1)CC2. RXN SMILES: [CH2:1]([Li:2])[CH2:3][CH2:4][CH3:5].[CH3:31][N:32]([CH:33]=[O:34])[CH3:35].[CH3:38][CH2:39][CH2:40][CH2:41][CH2:42][CH3:43].[CH3:49][CH2:50][O:51][C:52](=[O:53])[CH3:54].[Cl-:36].[F:6][c:7]1[cH:8][cH:9][c:10]([CH2:11][CH2:12][N:13]2[CH2:14][CH2:15][CH:16]([N:19]3[CH2:20][CH2:21][c:22]4[cH:23][cH:24][c:25]([Br:28])[cH:26][c:27]43)[CH2:17][CH2:18]2)[cH:29][cH:30]1.[NH4+:37].[O:44]1[CH2:45][CH2:46][CH2:47][CH2:48]1>>[F:6][c:7]1[cH:8][cH:9][c:10]([CH2:11][CH2:12][N:13]2[CH2:14][CH2:15][CH:16]([N:19]3[CH2:20][CH2:21][c:22]4[cH:23][cH:24][c:25]([CH2:33][OH:34])[cH:26][c:27]43)[CH2:17][CH2:18]2)[cH:29][cH:30]1. Starting materials: [Cl-].C(C)OC(=O)C=1N=C(SC1)C1C[NH2+]CCC1 (3-[4-(Ethoxycarbonyl)-1,3-thiazol-2-yl]piperidinium chloride), CC1=CC(=NN1CC(=O)O)C(F)(F)F ([5-methyl-3-(trifluoromethyl)-1H-pyrazol-1-yl]acetic acid). Yields the product CC1=CC(=NN1CC(=O)N1CC(CCC1)C=1SC=C(N1)C(=O)OCC)C(F)(F)F (Ethyl 2-(1-{[5-methyl-3-(trifluoromethyl)-1H-pyrazol-1-yl]acetyl}piperidin-3-yl)-1,3-thiazole-4-carboxylate). Reaction SMILES: [Cl-].[CH2:2]([O:4][C:5]([C:7]1[N:8]=[C:9]([CH:12]2[CH2:17][CH2:16][CH2:15][NH2+:14][CH2:13]2)[S:10][CH:11]=1)=[O:6])[CH3:3].[CH3:18][C:19]1[N:23]([CH2:24][C:25](O)=[O:26])[N:22]=[C:21]([C:28]([F:31])([F:30])[F:29])[CH:20]=1>>[CH3:18][C:19]1[N:23]([CH2:24][C:25]([N:14]2[CH2:15][CH2:16][CH2:17][CH:12]([C:9]3[S:10][CH:11]=[C:7]([C:5]([O:4][CH2:2][CH3:3])=[O:6])[N:8]=3)[CH2:13]2)=[O:26])[N:22]=[C:21]([C:28]([F:30])([F:29])[F:31])[CH:20]=1 |f:0.1|. Reported procedure: 3-[4-(Ethoxycarbonyl)-1,3-thiazol-2-yl]piperidinium chloride (VI-2, 5.32 g) is reacted analogously to Example IV-1 with [5-methyl-3-(trifluoromethyl)-1H-pyrazol-1-yl]acetic acid (4.00 g). This gives, after chromatographic purification, ethyl 2-(1-{[5-methyl-3-(trifluoromethyl)-1H-pyrazol-1-yl]acetyl}piperidin-3-yl)-1,3-thiazole-4-carboxylate (5.7 g, 69%). The reactants are C1CCOC1, C1CCOC1, CC(C)(C)[O-], [K+], COC(=O)CCC(C(N)=O)N1Cc2c(OCc3ccc(OCCN(C)C)c(OC)c3)cccc2C1=O. Yields the product COc1cc(COc2cccc3c2CN(C2CCC(=O)NC2=O)C3=O)ccc1OCCN(C)C. RXN SMILES: [CH2:48]1[O:49][CH2:50][CH2:51][CH2:52]1.[CH2:7]1[O:8][CH2:9][CH2:10][CH2:11]1.[CH3:1][C:2]([CH3:3])([O-:4])[CH3:5].[K+:6].[NH2:12][C:13]([CH:14]([CH2:15][CH2:16][C:17](=[O:18])[O:19][CH3:20])[N:21]1[C:22](=[O:46])[c:23]2[cH:24][cH:25][cH:26][c:27]([O:30][CH2:31][c:32]3[cH:33][c:34]([O:44][CH3:45])[c:35]([O:38][CH2:39][CH2:40][N:41]([CH3:42])[CH3:43])[cH:36][cH:37]3)[c:28]2[CH2:29]1)=[O:47]>>[NH:12]1[C:13](=[O:47])[CH:14]([N:21]2[C:22](=[O:46])[c:23]3[cH:24][cH:25][cH:26][c:27]([O:30][CH2:31][c:32]4[cH:33][c:34]([O:44][CH3:45])[c:35]([O:38][CH2:39][CH2:40][N:41]([CH3:42])[CH3:43])[cH:36][cH:37]4)[c:28]3[CH2:29]2)[CH2:15][CH2:16][C:17]1=[O:18]. Starting materials: C(C1=CC=CC=C1)N1CCC2(CC1)OC(C1N2CCCC1)C1=CC=CC=C1 (hexahydro-1'-benzyl-1-phenylspiro[3H-oxazolo[3,4-a]pyridine-3,4'-piperidine]), [H][H] (hydrogen). Product: C1(=CC=CC=C1)C1OC2(CCNCC2)N2C1CCCC2 (hexahydro-1-phenylspiro[3H-oxazolo[3,4-a]pyridine-3,4'-piperidine]). The reagents and catalysts are [Pd] (palladium on carbon). RXN SMILES: C([N:8]1[CH2:13][CH2:12][C:11]2([N:17]3[CH2:18][CH2:19][CH2:20][CH2:21][CH:16]3[CH:15]([C:22]3[CH:27]=[CH:26][CH:25]=[CH:24][CH:23]=3)[O:14]2)[CH2:10][CH2:9]1)C1C=CC=CC=1.[H][H]>CO.C(O)(=O)C.[Pd]>[C:22]1([CH:15]2[CH:16]3[CH2:21][CH2:20][CH2:19][CH2:18][N:17]3[C:11]3([CH2:10][CH2:9][NH:8][CH2:13][CH2:12]3)[O:14]2)[CH:23]=[CH:24][CH:25]=[CH:26][CH:27]=1. Procedure details: A solution of 11 g of hexahydro-1'-benzyl-1-phenylspiro[3H-oxazolo[3,4-a]pyridine-3,4'-piperidine] in 95 ml of methanol and 5 ml of acetic acid is mixed with 1 g of 20% palladium on carbon and subjected to hydrogen pressure of about 50 p.s.i. After the theoretical amount of hydrogen is consumed, the reaction is stopped and the filtered solution is evaporated to dryness in vacuo. The residue is dissolved in methylene dichloride and stirred with excess dilute ammonium hydroxide solution to convert... Run in CO (methanol), C(C)(=O)O (acetic acid).